Dataset: the Open Reaction Database (ORD), a public repository of structured organic reaction records. Task: describe an organic reaction: reactants, conditions, products, and yield Reactants: N#Cc1cc(Cl)cc(Oc2c(Cl)ccc(CBr)c2F)c1, O=C1NC(=O)c2ccccc21, [K], CN(C)C=O. The product is N#Cc1cc(Cl)cc(Oc2c(Cl)ccc(CN3C(=O)c4ccccc4C3=O)c2F)c1. Reaction SMILES: [Br:1][CH2:2][c:3]1[c:4]([F:20])[c:5]([O:10][c:11]2[cH:12][c:13]([C:14]#[N:15])[cH:16][c:17]([Cl:19])[cH:18]2)[c:6]([Cl:9])[cH:7][cH:8]1.[C:21]1(=[O:31])[c:22]2[c:23]([cH:27][cH:28][cH:29][cH:30]2)[C:24](=[O:26])[NH:25]1.[K:32].[O:33]=[CH:34][N:35]([CH3:36])[CH3:37]>>[CH2:2]([c:3]1[c:4]([F:20])[c:5]([O:10][c:11]2[cH:12][c:13]([C:14]#[N:15])[cH:16][c:17]([Cl:19])[cH:18]2)[c:6]([Cl:9])[cH:7][cH:8]1)[N:25]1[C:21](=[O:31])[c:22]2[c:23]([cH:27][cH:28][cH:29][cH:30]2)[C:24]1=[O:26]. The reactants are C(C)(C)N(CC)C(C)C (diisopropyl ethyl amine), [Li]CCCC (BuLi), C(=O)=O (Carbon dioxide), ClC1=NC=CC(=C1)Cl (2,4-dichloropyridine), C(=O)=O (dry ice). Solvent: C1CCOC1 (THF), CCCCCC (hexane), C1CCOC1 (THF). Reaction conditions: time 40 minute. Yields the product ClC1=C(C(=O)O)C(=CC=N1)Cl (2,4-dichloronicotinic acid). Yield: 82.0%. RXN SMILES: C(N(C(C)C)CC)(C)C.[Li]CCCC.[Cl:15][C:16]1[CH:21]=[C:20]([Cl:22])[CH:19]=[CH:18][N:17]=1.[C:23](=[O:25])=[O:24]>C1COCC1.CCCCCC>[Cl:15][C:16]1[N:17]=[CH:18][CH:19]=[C:20]([Cl:22])[C:21]=1[C:23]([OH:25])=[O:24]. Procedure: To a stirring solution of diisopropyl ethyl amine (11.1 ml, 81.08 mmol) in THF (50 ml) was added dropwise a solution of BuLi (1.46 M, 43.3 ml, 73.65 mmol) in hexane below −65° C. and the mixture was stirred for 40 minutes. To this solution was added dropwise 2,4-dichloropyridine (10 g, 67.57 mmol) in THF (15 mL) at −78° C. and stirred for 30 minutes. Carbon dioxide generated from freshly crushed dry ice was passed through CaCl2 guard tube and then charged into the reaction mixture for 10 minutes... Starting materials: [N+](#[C-])CC(=O)OCC (Ethyl isocyanoacetate), C1CCC2=NCCCN2CC1 (DBU), FC1=CC=C(C=C1)\C=C(/C)\[N+](=O)[O-] ((E)-1-fluoro-4-(2-nitroprop-1-enyl)benzene). Solvent: C1CCOC1 (THF). Reaction conditions: time 30 minute. Product: FC1=CC=C(C=C1)C1=C(NC=C1C)C(=O)OCC (Ethyl 3-(4-fluorophenyl)-4-methyl-1H-pyrrole-2-carboxylate). The yield is 73.2%. As a reaction SMILES: [N+:1]([CH2:3][C:4]([O:6][CH2:7][CH3:8])=[O:5])#[C-:2].C1CCN2C(=NCCC2)CC1.[F:20][C:21]1[CH:26]=[CH:25][C:24](/[CH:27]=[C:28](/[N+]([O-])=O)\[CH3:29])=[CH:23][CH:22]=1>C1COCC1>[F:20][C:21]1[CH:26]=[CH:25][C:24]([C:27]2[C:28]([CH3:29])=[CH:2][NH:1][C:3]=2[C:4]([O:6][CH2:7][CH3:8])=[O:5])=[CH:23][CH:22]=1. Reported procedure: Ethyl isocyanoacetate (4.36 mL, 42.09 mmol) and DBU (6.28 mL, 42.09 mmol) was added to a solution of (E)-1-fluoro-4-(2-nitroprop-1-enyl)benzene (6.0 g, 33.14 mmol) in THF (60 mL) at 0° C. The reaction mixture was stirred for 30 min at room temperature; quenched with water (100 mL) and extracted with EtOAc (2×100 mL). The combined organic layers were washed with water (1×100 mL) and brine (75 mL), dried (Na2SO4) and concentrated under reduced pressure to give the crude product, which was purified... Starting materials: ClC=1C=C(C(=NC1)OC)CN1CCC(CC1)\C=C\C1=C(C=CC=C1)F (1-[(5-chloro-2-methoxy-3-pyridinyl)methyl]-4-[(E)-2-(2-fluorophenyl)-1-ethenyl]piperidine), C(C)(=O)OCC.Cl (hydrogen chloride-ethyl acetate), C([O-])([O-])=O.[Na+].[Na+] (sodium carbonate). Isolated yield 49.3%. The solvent is C(C)O (ethanol). Procedure details: In ethanol (8 ml) was dissolved 245 mg of 1-[(5-chloro-2-methoxy-3-pyridinyl)methyl]-4-[(E)-2-(2-fluorophenyl)-1-ethenyl]piperidine. To the mixture was added 7 ml of a 4N-hydrogen chloride-ethyl acetate solution, followed by heating under reflux for 7 hours. An aqueous sodium carbonate was added to the reaction solution, and the mixture was extracted with ethyl acetate. The extract was dried over anhydrous magnesium sulfate, and then the solvent was evaporated. Ether was added to the resulting o... Yields the product ClC=1C=C(C(NC1)=O)CN1CCC(CC1)\C=C\C1=C(C=CC=C1)F (1-[(5-Chloro-2-oxo-1,2-dihydro-3-pyridinyl)methyl]-4-[(E)-2-(2-fluorophenyl)-1-ethenyl]piperidine). Reaction SMILES: [Cl:1][C:2]1[CH:3]=[C:4]([CH2:10][N:11]2[CH2:16][CH2:15][CH:14](/[CH:17]=[CH:18]/[C:19]3[CH:24]=[CH:23][CH:22]=[CH:21][C:20]=3[F:25])[CH2:13][CH2:12]2)[C:5]([O:8]C)=[N:6][CH:7]=1.C(OCC)(=O)C.Cl.C(=O)([O-])[O-].[Na+].[Na+]>C(O)C>[Cl:1][C:2]1[CH:3]=[C:4]([CH2:10][N:11]2[CH2:12][CH2:13][CH:14](/[CH:17]=[CH:18]/[C:19]3[CH:24]=[CH:23][CH:22]=[CH:21][C:20]=3[F:25])[CH2:15][CH2:16]2)[C:5](=[O:8])[NH:6][CH:7]=1 |f:1.2,3.4.5|.